From a dataset of the Open Reaction Database (ORD), a public repository of structured organic reaction records. describe an organic reaction: reactants, conditions, products, and yield Reactants: N1(CCNCC1)C1=CC=C(C=C1)NC(=O)C=1C(=CC=CC1)C1=CC=C(C=C1)C(F)(F)F (4′-trifluoromethyl-biphenyl-2-carboxylic acid (4-piperazin-1-yl-phenyl)-amide), C(C)(=O)OC(C)=O (acetic anhydride). Product: C(C)(=O)N1CCN(CC1)C1=CC=C(C=C1)NC(=O)C=1C(=CC=CC1)C1=CC=C(C=C1)C(F)(F)F (4′-Trifluoromethyl-biphenyl-2-carboxylic Acid [4-(4-acetyl-piperazin-1-yl)-phenyl]-amide). Reaction SMILES: [N:1]1([C:7]2[CH:12]=[CH:11][C:10]([NH:13][C:14]([C:16]3[C:17]([C:22]4[CH:27]=[CH:26][C:25]([C:28]([F:31])([F:30])[F:29])=[CH:24][CH:23]=4)=[CH:18][CH:19]=[CH:20][CH:21]=3)=[O:15])=[CH:9][CH:8]=2)[CH2:6][CH2:5][NH:4][CH2:3][CH2:2]1.[C:32](OC(=O)C)(=[O:34])[CH3:33]>>[C:32]([N:4]1[CH2:5][CH2:6][N:1]([C:7]2[CH:8]=[CH:9][C:10]([NH:13][C:14]([C:16]3[C:17]([C:22]4[CH:27]=[CH:26][C:25]([C:28]([F:29])([F:31])[F:30])=[CH:24][CH:23]=4)=[CH:18][CH:19]=[CH:20][CH:21]=3)=[O:15])=[CH:11][CH:12]=2)[CH2:2][CH2:3]1)(=[O:34])[CH3:33]. Procedure details: A solution of 4′-trifluoromethyl-biphenyl-2-carboxylic acid (4-piperazin-1-yl-phenyl)-amide (212 mg) in acetic anhydride (10 mL) was stirred at room temperature for 16 hours. The solution was evaporated under reduced pressure, and the residue was dissolved in CH2Cl2 and washed with a saturated solution of NaHCO3, with brine, dried over Na2SO4, filtered and evaporated. The oily residue was crystallized from AcOEt to give the title compound (130 mg) as white crystals.